Dataset: the Open Reaction Database (ORD), a public repository of structured organic reaction records. Task: describe an organic reaction: reactants, conditions, products, and yield Starting materials: COC1=C2C(=NC=NC2=CC=C1)NC=1C=C2C=NN(C2=CC1)CC1=NC=CC=C1 (5-methoxy-N-[1-(pyridin-2-ylmethyl)-1H-indazol-5-yl]quinazolin-4-amine), Cl.N1=CC=CC=C1 (pyridine hydrochloride). Run in N1=CC=CC=C1 (pyridine). Conditions: time 30 minute. Product: N1=C(C=CC=C1)CN1N=CC2=CC(=CC=C12)NC1=NC=NC=2C=CC=C(C12)O (4-{[1-(pyridin-2-ylmethyl)-1H-indazol-5-yl]amino}quinazolin-5-ol). The yield is 100.1%. As a reaction SMILES: C[O:2][C:3]1[CH:12]=[CH:11][CH:10]=[C:9]2[C:4]=1[C:5]([NH:13][C:14]1[CH:15]=[C:16]3[C:20](=[CH:21][CH:22]=1)[N:19]([CH2:23][C:24]1[CH:29]=[CH:28][CH:27]=[CH:26][N:25]=1)[N:18]=[CH:17]3)=[N:6][CH:7]=[N:8]2.Cl.N1C=CC=CC=1>N1C=CC=CC=1>[N:25]1[CH:26]=[CH:27][CH:28]=[CH:29][C:24]=1[CH2:23][N:19]1[C:20]2[C:16](=[CH:15][C:14]([NH:13][C:5]3[C:4]4[C:3]([OH:2])=[CH:12][CH:11]=[CH:10][C:9]=4[N:8]=[CH:7][N:6]=3)=[CH:22][CH:21]=2)[CH:17]=[N:18]1 |f:1.2|. Procedure: A mixture of 5-methoxy-N-[1-(pyridin-2-ylmethyl)-1H-indazol-5-yl]quinazolin-4-amine (10.1 g, 27.4 mmol) and pyridine hydrochloride (15.8 g, 137 mmol) in pyridine (150 ml) was heated at reflux for 3 hours. After cooling and evaporation of the solvents, the residue was triturated in 5% aqueous sodium bicarbonate and the resulting mixture was stirred for 30 minutes. The yellowish precipitate was filtered, washed with water and ether, and dried over P2O5 under high vacuum to give 4-{[1-(pyridin-2-yl... Starting materials: O=C1OCc2ccccc21, CO, O=Cc1ccncc1. Yields the product O=C1OC(=Cc2ccncc2)c2ccccc21. Reaction SMILES: [C:1]1(=[O:10])[O:2][CH2:3][c:4]2[cH:5][cH:6][cH:7][cH:8][c:9]21.[CH3:19][OH:20].[n:11]1[cH:12][cH:13][c:14]([CH:17]=[O:18])[cH:15][cH:16]1>>[C:1]1(=[O:10])[O:2][C:3](=[CH:17][c:14]2[cH:13][cH:12][n:11][cH:16][cH:15]2)[c:4]2[cH:5][cH:6][cH:7][cH:8][c:9]21. The reactants are C(C)(C)(C)OC(=O)N1CCN(CC1)C1=CC=CC=2N(C(NC21)=O)CC2=CC=CC=C2 (4-(1-benzyl-2-oxo-2,3-dihydro-1H-benzoimidazol-4-yl)-piperazine-1-carboxylic acid tert-butyl ester), C(C)O (ethanol), Cl (hydrogen chloride). Run in C(C)(=O)OCC (ethyl acetate). The product is Cl.C(C1=CC=CC=C1)N1C(NC2=C1C=CC=C2N2CCNCC2)=O (1-benzyl-4-piperazin-1-yl-1,3-dihydro-benzoimidazol-2-one hydrochloride). RXN SMILES: C(OC([N:8]1[CH2:13][CH2:12][N:11]([C:14]2[C:22]3[NH:21][C:20](=[O:23])[N:19]([CH2:24][C:25]4[CH:30]=[CH:29][CH:28]=[CH:27][CH:26]=4)[C:18]=3[CH:17]=[CH:16][CH:15]=2)[CH2:10][CH2:9]1)=O)(C)(C)C.C(O)C.[ClH:34]>C(OCC)(=O)C>[ClH:34].[CH2:24]([N:19]1[C:18]2[CH:17]=[CH:16][CH:15]=[C:14]([N:11]3[CH2:12][CH2:13][NH:8][CH2:9][CH2:10]3)[C:22]=2[NH:21][C:20]1=[O:23])[C:25]1[CH:26]=[CH:27][CH:28]=[CH:29][CH:30]=1 |f:4.5|. Procedure: To a solution of 0.112 g of 4-(1-benzyl-2-oxo-2,3-dihydro-1H-benzoimidazol-4-yl)-piperazine-1-carboxylic acid tert-butyl ester in 15 mL ethyl acetate with 5 mL ethanol is added 3 mL of 2M ethanolic hydrogen chloride. The resulting solution is refluxed for one hour, and on cooling, a solid precipates. The solid is filtered and dried over night under vacuum to give 82 mg of 1-benzyl-4-piperazin-1-yl-1,3-dihydro-benzoimidazol-2-one hydrochloride. MS: 309 (M+H)+. Reactants: Oc1cccc(-c2c(Cc3ccccc3)cnc3c(C(F)(F)F)cccc23)c1, Fc1ccc(C(F)(F)F)c(CBr)c1. Yields the product Fc1ccc(C(F)(F)F)c(COc2cccc(-c3c(Cc4ccccc4)cnc4c(C(F)(F)F)cccc34)c2)c1. RXN SMILES: [CH2:1]([c:2]1[cH:3][cH:4][cH:5][cH:6][cH:7]1)[c:8]1[cH:9][n:10][c:11]2[c:12]([C:25]([F:26])([F:27])[F:28])[cH:13][cH:14][cH:15][c:16]2[c:17]1-[c:18]1[cH:19][c:20]([OH:24])[cH:21][cH:22][cH:23]1.[F:29][c:30]1[cH:31][cH:32][c:33]([C:38]([F:39])([F:40])[F:41])[c:34]([CH2:35][Br:36])[cH:37]1>>[CH2:1]([c:2]1[cH:3][cH:4][cH:5][cH:6][cH:7]1)[c:8]1[cH:9][n:10][c:11]2[c:12]([C:25]([F:26])([F:27])[F:28])[cH:13][cH:14][cH:15][c:16]2[c:17]1-[c:18]1[cH:19][c:20]([O:24][CH2:35][c:34]2[c:33]([C:38]([F:39])([F:40])[F:41])[cH:32][cH:31][c:30]([F:29])[cH:37]2)[cH:21][cH:22][cH:23]1. Starting materials: CC1(OC[C@@H]2[C@@H](O1)[C@@H]([C@@H](CO2)O)O)C ((−)-(4aR,7R,8R,8aS)-2,2-dimethyl-hexahydro-pyrano[3,2-d][1,3]dioxine-7,8-diol), Cl (HCl). The solvent is CO (MeOH). The product is OC[C@H]1OC[C@H]([C@H]([C@@H]1O)O)O ((−)-(2R,3S,4R,5R)-2-hydroxymethyl-tetrahydro-pyran-3,4,5-triol). Reaction SMILES: CC1(C)[O:7][C@H:6]2[C@H:8]([OH:13])[C@H:9]([OH:12])[CH2:10][O:11][C@@H:5]2[CH2:4][O:3]1.Cl>CO>[OH:3][CH2:4][C@@H:5]1[C@@H:6]([OH:7])[C@H:8]([OH:13])[C@H:9]([OH:12])[CH2:10][O:11]1. Procedure: To a solution of (−)-(4aR,7R,8R,8aS)-2,2-dimethyl-hexahydro-pyrano[3,2-d][1,3]dioxine-7,8-diol (42 mg, 0.21 mmol) in MeOH (2 mL) was added a solution of methanolic HCl (0.6 mL, prepared from 0.5 mL conc. HCl in 30 mL of MeOH). The solution was stirred for 1H at ambient temperature and concentrated in vacuo. The reactants are CO, CCCCCCCCCCCC(=O)N(C)C, O=P(Cl)(Cl)Cl, COC(=O)c1ccc2cc[nH]c2c1. The product is CCCCCCCCCCCC(=O)c1c[nH]c2cc(C(=O)OC)ccc12. Reaction SMILES: [CH3:35][OH:36].[CH3:6][N:7]([C:8]([CH2:9][CH2:10][CH2:11][CH2:12][CH2:13][CH2:14][CH2:15][CH2:16][CH2:17][CH2:18][CH3:19])=[O:20])[CH3:21].[P:1]([Cl:2])([Cl:3])([Cl:4])=[O:5].[nH:22]1[cH:23][cH:24][c:25]2[cH:26][cH:27][c:28]([C:31](=[O:32])[O:33][CH3:34])[cH:29][c:30]12>>[C:8]([CH2:9][CH2:10][CH2:11][CH2:12][CH2:13][CH2:14][CH2:15][CH2:16][CH2:17][CH2:18][CH3:19])(=[O:20])[c:24]1[cH:23][nH:22][c:30]2[c:25]1[cH:26][cH:27][c:28]([C:31](=[O:32])[O:33][CH3:34])[cH:29]2. Starting materials: O (water), C(C)(C)(C)OC(=O)N1CC(C1)C=1C=C2C=CNC2=CC1 (3-(1H-Indol-5-yl)-azetidine-1-carboxylic acid tert-butyl ester), C(C)(C)C1=CC=C(C=C1)S(=O)(=O)Cl (4-Isopropyl-benzenesulfonyl chloride), [H-].[Na+] (Sodium hydride). The solvent is CN(C)C=O (DMF). Run at temperature 0 celsius, time 1 hour. The product is C(C)(C)(C)OC(=O)N1CC(C1)C=1C=C2C=CN(C2=CC1)S(=O)(=O)C1=CC=C(C=C1)C(C)C (3-[1-(4-isopropyl-benzenesulfonyl)-1H-indol-5-yl]-azetidine-1-carboxylic acid tert-butyl ester). The yield is 33.0%. RXN SMILES: [C:1]([O:5][C:6]([N:8]1[CH2:11][CH:10]([C:12]2[CH:13]=[C:14]3[C:18](=[CH:19][CH:20]=2)[NH:17][CH:16]=[CH:15]3)[CH2:9]1)=[O:7])([CH3:4])([CH3:3])[CH3:2].[H-].[Na+].[CH:23]([C:26]1[CH:31]=[CH:30][C:29]([S:32](Cl)(=[O:34])=[O:33])=[CH:28][CH:27]=1)([CH3:25])[CH3:24].O>CN(C=O)C>[C:1]([O:5][C:6]([N:8]1[CH2:9][CH:10]([C:12]2[CH:13]=[C:14]3[C:18](=[CH:19][CH:20]=2)[N:17]([S:32]([C:29]2[CH:30]=[CH:31][C:26]([CH:23]([CH3:25])[CH3:24])=[CH:27][CH:28]=2)(=[O:34])=[O:33])[CH:16]=[CH:15]3)[CH2:11]1)=[O:7])([CH3:4])([CH3:2])[CH3:3] |f:1.2|. Procedure: 3-(1H-Indol-5-yl)-azetidine-1-carboxylic acid tert-butyl ester (135 mg, 0.5 mmol) was dissolved in DMF (10 ml) and cooled to 0° C. Sodium hydride (35.7 mg, 0.74 mmol) was added, and the reaction mixture was stirred for 1 hour at 0° C. 4-Isopropyl-benzenesulfonyl chloride (98 μl, 0.55 mmol) was added slowly to the reaction mixture. Stirring was continued for 10 minutes. Cold water (100 ml) was added to the reaction mixture, and it was extracted twice with diethyl ether (80 ml). The organic layer ... Starting materials: CC(C)(C)OC(=O)NS(=O)(=O)CP(=O)(c1ccccc1)c1ccccc1, CC(C)(C)[Si](C)(C)OC1CC(n2ccc3c(NC4CCc5ccccc54)ncnc32)CC1C=O, [Li]CCCC, C1CCOC1, CCCCCC. Yields the product CC(C)(C)OC(=O)NS(=O)(=O)C=CC1CC(n2ccc3c(NC4CCc5ccccc54)ncnc32)CC1O[Si](C)(C)C(C)(C)C. RXN SMILES: [C:1]([CH3:2])([CH3:3])([CH3:4])[O:5][C:6]([NH:7][S:8](=[O:9])(=[O:10])[CH2:11][P:12]([c:13]1[cH:14][cH:15][cH:16][cH:17][cH:18]1)([c:19]1[cH:20][cH:21][cH:22][cH:23][cH:24]1)=[O:25])=[O:26].[C:38]([CH3:39])([CH3:40])([CH3:41])[Si:42]([O:43][CH:44]1[CH:45]([CH:68]=[O:69])[CH2:46][CH:47]([n:49]2[cH:50][cH:51][c:52]3[c:53]2[n:54][cH:55][n:56][c:57]3[NH:58][CH:59]2[CH2:60][CH2:61][c:62]3[cH:63][cH:64][cH:65][cH:66][c:67]32)[CH2:48]1)([CH3:70])[CH3:71].[CH2:27]([Li:28])[CH2:29][CH2:30][CH3:31].[CH2:72]1[O:73][CH2:74][CH2:75][CH2:76]1.[CH3:32][CH2:33][CH2:34][CH2:35][CH2:36][CH3:37]>>[C:1]([CH3:2])([CH3:3])([CH3:4])[O:5][C:6]([NH:7][S:8](=[O:9])(=[O:10])[CH:11]=[CH:68][CH:45]1[CH:44]([O:43][Si:42]([C:38]([CH3:39])([CH3:40])[CH3:41])([CH3:70])[CH3:71])[CH2:48][CH:47]([n:49]2[cH:50][cH:51][c:52]3[c:53]2[n:54][cH:55][n:56][c:57]3[NH:58][CH:59]2[CH2:60][CH2:61][c:62]3[cH:63][cH:64][cH:65][cH:66][c:67]32)[CH2:46]1)=[O:26]. The reactants are ICC (Iodoethane), [H-].[Na+] (sodium hydride), oil, NC1=C(C(=O)O)C=CC=N1 (2-aminonicotinic acid). Run in CN(C)C=O (DMF). Conditions: time 4 hour. Yields the product C(C)OC(C1=C(N=CC=C1)N)=O (2-Amino-nicotinic acid ethyl ester). Yield: 72.2%. As a reaction SMILES: [H-].[Na+].[NH2:3][C:4]1[N:12]=[CH:11][CH:10]=[CH:9][C:5]=1[C:6]([OH:8])=[O:7].I[CH2:14][CH3:15]>CN(C=O)C>[CH2:14]([O:7][C:6](=[O:8])[C:5]1[CH:9]=[CH:10][CH:11]=[N:12][C:4]=1[NH2:3])[CH3:15] |f:0.1|. Procedure: A 60% sodium hydride suspension in mineral oil (1.28 g, 32 mMol) was added to a stirring suspension of 2-aminonicotinic acid (4.21 g, 30 mMol) in DMF (50 mL), and the mixture was gently heated until gas evolution was observed. The suspension was stirred at room temperature for 4 hours, after which a homogeneous amber solution was observed. Iodoethane (4.75 g, 30 mMol) was added, and the mixture was allowed to stir overnight at room temperature. The solution was concentrated in-vacuo, the residue...